Dataset: the Open Reaction Database (ORD), a public repository of structured organic reaction records. Task: describe an organic reaction: reactants, conditions, products, and yield Starting materials: C1(=CC=CC=C1)S(=O)(=O)N1C=CC2=CC(=CC=C12)C=O (1-benzenesulfonyl-1H-indole-5-carbaldehyde), COC(C=P(C1=CC=CC=C1)(C1=CC=CC=C1)C1=CC=CC=C1)=O (methyl(triphenylphosphoranylidene)acetate), C1(=CC=CC=C1)C (toluene). Reaction conditions: temperature 110 celsius. The product is COC(C=CC=1C=C2C=CN(C2=CC1)S(=O)(=O)C1=CC=CC=C1)=O (3-(1-benzenesulfonyl-1H-indol-5-yl)-acrylic acid methyl ester). RXN SMILES: [C:1]1([S:7]([N:10]2[C:18]3[C:13](=[CH:14][C:15](C=O)=[CH:16][CH:17]=3)[CH:12]=[CH:11]2)(=[O:9])=[O:8])[CH:6]=[CH:5][CH:4]=[CH:3][CH:2]=1.[CH3:21][O:22][C:23](=[O:44])[CH:24]=P(C1C=CC=CC=1)(C1C=CC=CC=1)C1C=CC=CC=1.[C:45]1(C)C=CC=CC=1>>[CH3:21][O:22][C:23](=[O:44])[CH:24]=[CH:45][C:15]1[CH:14]=[C:13]2[C:18](=[CH:17][CH:16]=1)[N:10]([S:7]([C:1]1[CH:6]=[CH:5][CH:4]=[CH:3][CH:2]=1)(=[O:8])=[O:9])[CH:11]=[CH:12]2. Procedure: A mixture of 1-benzenesulfonyl-1H-indole-5-carbaldehyde CCKXIV (3.671 g, 12.866 mmol) and methyl(triphenylphosphoranylidene)acetate (5.38 g, 16.082 mmol) in toluene (80 mL) was heated to 110° C. for 68 hours. The resulting mixture was concentrated under reduced pressure and the crude residue was purified by flash chromatography (EtOAc/hexane, 20/80 to 35/65) to afford 4.479 g of 3-(1-benzenesulfonyl-1H-indol-5-yl)-acrylic acid methyl ester CCLXV as a white solid in a mixture 10/1 of (E) and (Z) ... The reactants are S1C2=C(C=C1C(C(=O)OC)OC)C=CC=C2 (methyl 2-(benzo[b]thiophen-2-yl)-2-methoxyacetate), O.NN (hydrazine hydrate). The solvent is C(C)O (ethanol). Reaction conditions: temperature 50 celsius. Product: S1C2=C(C=C1C(C(=O)NN)OC)C=CC=C2 (2-(benzo[b]thiophen-2-yl)-2-methoxyacetohydrazide). Yield: 104.1%. RXN SMILES: [S:1]1[C:5]([CH:6]([O:11][CH3:12])[C:7](OC)=[O:8])=[CH:4][C:3]2[CH:13]=[CH:14][CH:15]=[CH:16][C:2]1=2.O.[NH2:18][NH2:19]>C(O)C>[S:1]1[C:5]([CH:6]([O:11][CH3:12])[C:7]([NH:18][NH2:19])=[O:8])=[CH:4][C:3]2[CH:13]=[CH:14][CH:15]=[CH:16][C:2]1=2 |f:1.2|. Reported procedure: To a solution of methyl 2-(benzo[b]thiophen-2-yl)-2-methoxyacetate (0.174 g, 0.74 mmol) in absolute ethanol (3 mL) was added hydrazine hydrate (0.14 mL, 2.87 mmol) and the mixture was heated at 50° C. for 20 hours. After cooling to room temperature, the solution was concentrated in vacuo. The residue was dissolved in EtOAc and washed with water and brine, dried over Na2SO4 and concentrated in vacuo to give 2-(benzo[b]thiophen-2-yl)-2-methoxyacetohydrazide as a colorless oil (0.182 g, quantitativ... Reactants: Cc1ccccc1C(=O)Cl, CCOC(=N)N1Cc2ccccc2-c2ccccc2C1. The product is CCOC(=NC(=O)c1ccccc1C)N1Cc2ccccc2-c2ccccc2C1. RXN SMILES: [c:21]1([CH3:30])[c:22]([C:27](=[O:28])[Cl:29])[cH:23][cH:24][cH:25][cH:26]1.[cH:1]1[cH:2][cH:3][cH:4][c:5]2[c:11]1-[c:10]1[c:9]([cH:15][cH:14][cH:13][cH:12]1)[CH2:8][N:7]([C:16]([O:17][CH2:18][CH3:19])=[NH:20])[CH2:6]2>>[cH:1]1[cH:2][cH:3][cH:4][c:5]2[c:11]1-[c:10]1[c:9]([cH:15][cH:14][cH:13][cH:12]1)[CH2:8][N:7]([C:16]([O:17][CH2:18][CH3:19])=[N:20][C:27]([c:22]1[c:21]([CH3:30])[cH:26][cH:25][cH:24][cH:23]1)=[O:28])[CH2:6]2. The reactants are CN(C)C=O, FC(F)(F)c1cnc(Cl)c(Cl)c1, [H-], O=[N+]([O-])c1ccc2[nH]ncc2c1, [Na+], O. The product is O=[N+]([O-])c1ccc2c(cnn2-c2ncc(C(F)(F)F)cc2Cl)c1. RXN SMILES: [CH3:28][N:29]([CH3:30])[CH:31]=[O:32].[Cl:15][c:16]1[n:17][cH:18][c:19]([C:23]([F:24])([F:25])[F:26])[cH:20][c:21]1[Cl:22].[H-:13].[N+:1](=[O:2])([O-:3])[c:4]1[cH:5][c:6]2[cH:7][n:8][nH:9][c:10]2[cH:11][cH:12]1.[Na+:14].[OH2:27]>>[N+:1](=[O:2])([O-:3])[c:4]1[cH:5][c:6]2[cH:7][n:8][n:9](-[c:16]3[n:17][cH:18][c:19]([C:23]([F:24])([F:25])[F:26])[cH:20][c:21]3[Cl:22])[c:10]2[cH:11][cH:12]1. The reactants are FC1=C(C(OCC)=N)C(=CC=C1)F (ethyl 2,6-difluorobenzimidate), ClC=1C(=NC=C(C1)C(F)(F)F)OC1=C(C=C(C=C1Cl)N=C=O)Cl (3-chloro-5-trifluoromethyl-2-(2,6-dichloro-4-isocyanatophenoxy)pyridine). Product: ClC=1C(=NC=C(C1)C(F)(F)F)OC1=C(C=C(C=C1Cl)NC(=O)N=C(C1=C(C=CC=C1F)F)OCC)Cl (ethyl N-[4-(3-chloro-5-trifluoromethylpyrid-2-yloxy)-3,5-dichlorophenylcarbamoyl]-2,6-difluorobenzimidate). RXN SMILES: [F:1][C:2]1[CH:12]=[CH:11][CH:10]=[C:9]([F:13])[C:3]=1[C:4](=[NH:8])[O:5][CH2:6][CH3:7].[Cl:14][C:15]1[C:16]([O:25][C:26]2[C:31]([Cl:32])=[CH:30][C:29]([N:33]=[C:34]=[O:35])=[CH:28][C:27]=2[Cl:36])=[N:17][CH:18]=[C:19]([C:21]([F:24])([F:23])[F:22])[CH:20]=1>>[Cl:14][C:15]1[C:16]([O:25][C:26]2[C:31]([Cl:32])=[CH:30][C:29]([NH:33][C:34]([N:8]=[C:4]([O:5][CH2:6][CH3:7])[C:3]3[C:2]([F:1])=[CH:12][CH:11]=[CH:10][C:9]=3[F:13])=[O:35])=[CH:28][C:27]=2[Cl:36])=[N:17][CH:18]=[C:19]([C:21]([F:23])([F:24])[F:22])[CH:20]=1. Procedure details: In a similar manner to that described in step (e) of Example I ethyl 2,6-difluorobenzimidate is reacted with 3-chloro-5-trifluoromethyl-2-(2,6-dichloro-4-isocyanatophenoxy)pyridine to give ethyl N-[4-(3-chloro-5-trifluoromethylpyrid-2-yloxy)-3,5-dichlorophenylcarbamoyl]-2,6-difluorobenzimidate (Compound IV). The intermediate isocyanate is obtained by the procedure of step (c) of Example 1 from 2-(4-amino-2,6-dichlorophenoxy)-3-chloro-5-trifluoromethylpyridine. This compound is described in Japan... The reactants are [H-].[Na+] (sodium hydride), CO (methanol), C(C)(=O)/C(/C(=O)OC)=C(/O)\C1=CC2=CC=CC=C2C=C1NC(=O)OCC (methyl (2Z)-2-acetyl-3-{3-[(ethoxycarbonyl)amino]-2-naphthyl}-3-hydroxyprop-2-enoate). The solvent is C1=CC=CC=C1 (benzene). Reaction conditions: temperature 72 celsius, time 5 minute. Product: C(C)(=O)C=1C(NC2=CC3=C(C=C2C1O)C=CC=C3)=O (3-acetyl-4-hydroxybenzo[g]quinolin-2(1H)-one). As a reaction SMILES: [H-].[Na+].CO.[C:5](/[C:8](=[C:13](\[C:15]1[C:24]([NH:25][C:26]([O:28]CC)=O)=[CH:23][C:22]2[C:17](=[CH:18][CH:19]=[CH:20][CH:21]=2)[CH:16]=1)/[OH:14])/C(OC)=O)(=[O:7])[CH3:6]>C1C=CC=CC=1>[C:5]([C:8]1[C:26](=[O:28])[NH:25][C:24]2[C:15]([C:13]=1[OH:14])=[CH:16][C:17]1[CH:18]=[CH:19][CH:20]=[CH:21][C:22]=1[CH:23]=2)(=[O:7])[CH3:6] |f:0.1|. Reported procedure: To a dispersion of sodium hydride (95%) (0.90 g, 37.5 mmol, 2.6 equiv) in benzene (100 ml) at room temperature under nitrogen was added dropwise methanol (3.0 ml, 2.37 g, 74.1 mmol, 5.2 equiv). After stirring for 5 minutes, methyl (2Z)-2-acetyl-3-{3-[(ethoxycarbonyl)amino]-2-naphthyl}-3-hydroxyprop-2-enoate (1-3) (5.06 g, 14.2 mmol, 1.0 equiv) was added and the reaction was heated to 72° C. for 20 hours. The solvent was evaporated under reduced pressure and the solid residue was stirred with wat... Reactants: [AlH4-], CCOC(=O)c1cccc2[nH]c(C)nc12, CCOC(C)=O, [Li+], C1CCOC1, O. Yields the product Cc1nc2c(CO)cccc2[nH]1. Reaction SMILES: [AlH4-:22].[CH3:1][c:2]1[n:3][c:4]2[c:5]([nH:6]1)[cH:7][cH:8][cH:9][c:10]2[C:11](=[O:12])[O:13][CH2:14][CH3:15].[CH3:23][CH2:24][O:25][C:26](=[O:27])[CH3:28].[Li+:21].[O:16]1[CH2:17][CH2:18][CH2:19][CH2:20]1.[OH2:29]>>[CH3:1][c:2]1[n:3][c:4]2[c:5]([nH:6]1)[cH:7][cH:8][cH:9][c:10]2[CH2:11][OH:12].